This data is from the Open Reaction Database (ORD), a public repository of structured organic reaction records. The task is: describe an organic reaction: reactants, conditions, products, and yield The reactants are CO (methanol), [H-].[Al+3].[Li+].[H-].[H-].[H-] (lithium aluminum hydride), S1C(=CC=C1)COC1=CC=C(C#N)C=C1 (4-(thiophene-2-ylmethoxy)-benzonitrile), [Cl-].[NH4+] (ammonium chloride). Run in O (water), O1CCCC1 (tetrahydrofuran), O1CCCC1 (tetrahydrofuran). Conditions: time 4 hour. The product is S1C(=CC=C1)COC1=CC=C(CN)C=C1 (4-(Thiophen-2-ylmethoxy)-benzylamine). The yield is 81.6%. Reaction SMILES: [H-].[Al+3].[Li+].[H-].[H-].[H-].[S:7]1[CH:11]=[CH:10][CH:9]=[C:8]1[CH2:12][O:13][C:14]1[CH:21]=[CH:20][C:17]([C:18]#[N:19])=[CH:16][CH:15]=1.CO.[Cl-].[NH4+]>O1CCCC1.O>[S:7]1[CH:11]=[CH:10][CH:9]=[C:8]1[CH2:12][O:13][C:14]1[CH:21]=[CH:20][C:17]([CH2:18][NH2:19])=[CH:16][CH:15]=1 |f:0.1.2.3.4.5,8.9|. Reported procedure: In addition, to a solution of lithium aluminum hydride (220 mg, 5.80 mmol) in tetrahydrofuran (2.5 mL) was added a solution of the resulting 4-(thiophene-2-ylmethoxy)-benzonitrile (500 mg, 2.32 mmol) in tetrahydrofuran (1 mL) on an ice bath, and the solution was stirred at room temperature for 4 hours. A mixture solvent of methanol and water (9:1) was added to the reaction solution, an aqueous solution of saturated ammonium chloride was further added, the solution was extracted with ethyl acetat...